describe an organic reaction: reactants, conditions, products, and yield From a dataset of the Open Reaction Database (ORD), a public repository of structured organic reaction records. Reactants: C(C)(=O)OCC (ethyl acetate), [Cl-].[Al+3].[Cl-].[Cl-] (aluminum chloride), B(Cl)(Cl)Cl (boron trichloride), NC=1C(=CC=CC1)C (2-toluidine), C(C)#N (acetonitrile), resultant mixture, Cl (HCl). Run in C1(=CC=CC=C1)C (toluene), C1(=CC=CC=C1)C (toluene). Product: C(C)(=O)C1=C(N)C(=CC=C1)C (2-acetyl-6-methylaniline). Yield: 39.8%. Reaction SMILES: NC1[C:3](C)=[CH:4][CH:5]=[CH:6][CH:7]=1.[C:9](#[N:11])[CH3:10].B(Cl)(Cl)Cl.[Cl-].[Al+3].[Cl-].[Cl-].Cl.[C:21](OCC)(=[O:23])[CH3:22]>C1(C)C=CC=CC=1>[C:21]([C:10]1[CH:7]=[CH:6][CH:5]=[C:4]([CH3:3])[C:9]=1[NH2:11])(=[O:23])[CH3:22] |f:3.4.5.6|. Procedure details: To a mixture of 2-toluidine (32.8 g, 0.30 ml) and acetonitrile (6.22 g, 0.15 mol) in dry toluene (200 ml) was added 1N-solution of boron trichloride in toluene (150 ml) dropwise under stirring and cooling in an ice-bath for 2 hours. After the addition was completed, the mixture was stirred for 1 hour at ambient temperature and cooled again. To the cooled mixture was added aluminum chloride (20.0 g, 0.15 mol) portionwise. The resultant mixture was stirred at ambient temperature for 1 hour and ref...